This data is from the Open Reaction Database (ORD), a public repository of structured organic reaction records. The task is: describe an organic reaction: reactants, conditions, products, and yield Reactants: C(C)OC1=CC(=C(C=C1)N)NC1CCCCC1 (4-Ethoxy-1-amino-2-cyclohexylaminobenzene), NC(=O)N (urea), CCOC(=O)C (AcOEt). Solvent: CC1=C(C(=C(C=C1)C)C)C (1,2,3,4-tetramethylbenzene). Yields the product C1(CCCCC1)N1C(NC2=C1C=C(C=C2)OCC)=O (3-Cyclohexyl-5-ethoxy-1,3-dihydro-2H-benzimidazol-2-one). Isolated yield 39.3%. Reaction SMILES: [CH2:1]([O:3][C:4]1[CH:9]=[CH:8][C:7]([NH2:10])=[C:6]([NH:11][CH:12]2[CH2:17][CH2:16][CH2:15][CH2:14][CH2:13]2)[CH:5]=1)[CH3:2].N[C:19](N)=[O:20].CCOC(C)=O>CC1C=CC(C)=C(C)C=1C>[CH:12]1([N:11]2[C:6]3[CH:5]=[C:4]([O:3][CH2:1][CH3:2])[CH:9]=[CH:8][C:7]=3[NH:10][C:19]2=[O:20])[CH2:17][CH2:16][CH2:15][CH2:14][CH2:13]1. Procedure details: A mixture of 3.05 g of the oil obtained in step B) and 1.6 g of urea in 8 ml of 1,2,3,4-tetramethylbenzene is heated at 170°-180° C. for 1 hour 30 minutes. After cooling, it is taken up with AcOEt, washed with water and dried over sodium sulfate and the solvent is evaporated off under vacuum. The residue is taken up with hexane and the brown precipitate formed is filtered off. The precipitate is chromatographed on silica using a DCM/AcOEt mixture (50/50; v/v) as the eluent to give 1.33 g of the ... The reactants are CC(C)N1CCNCC1 (1-(1-methylethyl)piperazine), ClCCCC#C (5-chloro-1-pentyne), C([O-])(O)=O.[Na+] (sodium bicarbonate). The solvent is CN(C=O)C (N,N-dimethylformamide). Run at temperature 80 celsius. The product is C(C)(C)N1CCN(CC1)CCCC#C (1-iso-Propyl-4-(pent-4-yn-1-yl)piperazine). Isolated yield 35.4%. RXN SMILES: [CH3:1][CH:2]([N:4]1[CH2:9][CH2:8][NH:7][CH2:6][CH2:5]1)[CH3:3].Cl[CH2:11][CH2:12][CH2:13][C:14]#[CH:15].C(=O)(O)[O-].[Na+]>CN(C)C=O>[CH:2]([N:4]1[CH2:9][CH2:8][N:7]([CH2:15][CH2:14][CH2:13][C:12]#[CH:11])[CH2:6][CH2:5]1)([CH3:3])[CH3:1] |f:2.3|. Reported procedure: A mixture of 1-(1-methylethyl)piperazine (6 g, 46.8 mmol), 5-chloro-1-pentyne (4.91 mL, 46.8 mmol) and sodium bicarbonate (3.93 g, 46.8 mmol) in N,N-dimethylformamide (75 mL) was heated at 80° C. overnight. The reaction mixture was cooled to room temperature then partitioned between ether (100 mL) and water (100 mL). The organic phase was washed with brine (25 mL) then dried using a hydrophobic frit and evaporated. The crude material was purified on a 50 g SCX cartridge (preconditioned with MeOH... Reactants: C=CC(=O)OCC, C1CCC2=NCCCN2CC1, N#CC(c1ccccc1)c1ccccc1. The product is CCOC(=O)CCC(C#N)(c1ccccc1)c1ccccc1. As a reaction SMILES: [C:27]([CH:28]=[CH2:29])(=[O:30])[O:31][CH2:32][CH3:33].[CH2:16]1[CH2:17][CH2:18][C:19]2=[N:24][CH2:23][CH2:22][CH2:21][N:20]2[CH2:25][CH2:26]1.[c:1]1([CH:7]([C:8]#[N:9])[c:10]2[cH:11][cH:12][cH:13][cH:14][cH:15]2)[cH:2][cH:3][cH:4][cH:5][cH:6]1>>[c:1]1([C:7]([C:8]#[N:9])([c:10]2[cH:11][cH:12][cH:13][cH:14][cH:15]2)[CH2:29][CH2:28][C:27](=[O:30])[O:31][CH2:32][CH3:33])[cH:2][cH:3][cH:4][cH:5][cH:6]1. Starting materials: CC(C)(C)[Si](C)(C)Cl, CN(C)C=O, CS(=O)c1c(C=NO)nn(-c2c(Cl)cc(C(F)(F)F)cc2Cl)c1N, O, c1c[nH]cn1. Yields the product CS(=O)c1c(C=NO[Si](C)(C)C(C)(C)C)nn(-c2c(Cl)cc(C(F)(F)F)cc2Cl)c1N. Reaction SMILES: [C:1]([CH3:2])([CH3:3])([CH3:4])[Si:5]([CH3:6])([CH3:7])[Cl:8].[CH3:39][N:40]([CH3:41])[CH:42]=[O:43].[NH2:9][c:10]1[c:11]([S:30](=[O:31])[CH3:32])[c:12]([CH:27]=[N:28][OH:29])[n:13][n:14]1-[c:15]1[c:16]([Cl:26])[cH:17][c:18]([C:22]([F:23])([F:24])[F:25])[cH:19][c:20]1[Cl:21].[OH2:38].[nH:33]1[cH:34][cH:35][n:36][cH:37]1>>[C:1]([CH3:2])([CH3:3])([CH3:4])[Si:5]([CH3:6])([CH3:7])[O:29][N:28]=[CH:27][c:12]1[c:11]([S:30](=[O:31])[CH3:32])[c:10]([NH2:9])[n:14](-[c:15]2[c:16]([Cl:26])[cH:17][c:18]([C:22]([F:23])([F:24])[F:25])[cH:19][c:20]2[Cl:21])[n:13]1. Reactants: CN1C=2N(C(C=3C=CC=CC13)=O)N=C(C2)C(=O)OCC (4,9-dihydro-4-methyl-9-oxo-pyrazolo[5,1-b]quinazoline-2-carboxylic acid, ethyl ester), [OH-].[Na+] (sodium hydroxide). Solvent: CO (methanol). Yields the product CN1C=2N(C(C=3C=CC=CC13)=O)N=C(C2)C(=O)O (4,9-Dihydro-4-methyl-9-oxo-pyrazolo[5,1-b]quinazoline-2-carboxylic Acid). Reaction SMILES: [CH3:1][N:2]1[C:11]2[CH:10]=[CH:9][CH:8]=[CH:7][C:6]=2[C:5](=[O:12])[N:4]2[N:13]=[C:14]([C:16]([O:18]CC)=[O:17])[CH:15]=[C:3]12.[OH-].[Na+]>CO>[CH3:1][N:2]1[C:11]2[CH:10]=[CH:9][CH:8]=[CH:7][C:6]=2[C:5](=[O:12])[N:4]2[N:13]=[C:14]([C:16]([OH:18])=[O:17])[CH:15]=[C:3]12 |f:1.2|. Procedure: A mixture of 5.8 g of 4,9-dihydro-4-methyl-9-oxo-pyrazolo[5,1-b]quinazoline-2-carboxylic acid, ethyl ester, 50 ml of 1 N aqueous sodium hydroxide and 400 ml of methanol is heated at reflux until complete solution is attained (about 30 minutes). The solution is evaporated at reduced pressure to remove methanol; the residue is diluted with water and acidified with 1 N hydrochloric acid. The resulting precipitate is 4,9-dihydro-4-methyl-9-oxo-pyrazolo[5,1-b]quinazoline-2-carboxylic acid is collecte...